From a dataset of the Open Reaction Database (ORD), a public repository of structured organic reaction records. describe an organic reaction: reactants, conditions, products, and yield The reactants are FC=1C=CC(=C(C1)CC(C)N)C (Racemic 1-(5-fluoro-2-methylphenyl)propan-2-amine), ClC1=C(C(NC=C1)=O)C1=NC=2C(=CC=3C(N(C(C3C2)=O)C(C)C)=O)N1 (2-(4-chloro-2-oxo-1,2-dihydropyridin-3-yl)-6-isopropylimidazo[4,5-f]isoindole-5,7(1H,6H)-dione). Product: FC=1C=CC(=C(C1)CC(C)NC1=C(C(NC=C1)=O)C1=NC=2C(=CC=3C(N(C(C3C2)=O)C(C)C)=O)N1)C (2-(4-((1-(5-Fluoro-2-methylphenyl)propan-2-yl)amino)-2-oxo-1,2-dihydropyridin-3-yl)-6-isopropylimidazo[4,5-f]isoindole-5,7(1H,6H)-dione). The yield is 127.3%. As a reaction SMILES: [F:1][C:2]1[CH:3]=[CH:4][C:5]([CH3:12])=[C:6]([CH2:8][CH:9]([NH2:11])[CH3:10])[CH:7]=1.Cl[C:14]1[CH:19]=[CH:18][NH:17][C:16](=[O:20])[C:15]=1[C:21]1[NH:37][C:24]2=[CH:25][C:26]3[C:27](=[O:36])[N:28]([CH:33]([CH3:35])[CH3:34])[C:29](=[O:32])[C:30]=3[CH:31]=[C:23]2[N:22]=1>>[F:1][C:2]1[CH:3]=[CH:4][C:5]([CH3:12])=[C:6]([CH2:8][CH:9]([NH:11][C:14]2[CH:19]=[CH:18][NH:17][C:16](=[O:20])[C:15]=2[C:21]2[NH:22][C:23]3=[CH:31][C:30]4[C:29](=[O:32])[N:28]([CH:33]([CH3:35])[CH3:34])[C:27](=[O:36])[C:26]=4[CH:25]=[C:24]3[N:37]=2)[CH3:10])[CH:7]=1. Reported procedure: Racemic 1-(5-fluoro-2-methylphenyl)propan-2-amine (0.13 g) and 2-(4-chloro-2-oxo-1,2-dihydropyridin-3-yl)-6-isopropylimidazo[4,5-f]isoindole-5,7(1H,6H)-dione (0.2965 mmol) were submitted to general procedure A to give 0.184 g the title compound. 1H NMR (500 MHz, CDCl3) δ513.07 (s, 1H), 11.14 (d, 1H), 10.09 (s, 1H), 8.07 (s, 1H), 7.87 (s, 1H), 7.16-7.14 (m, 1H), 7.10-7.06 (m, 1H), 6.97 (d, 1H), 6.89-6.77 (m, 2H), 5.95 (d, 1H), 4.93 (br s, 1H), 4.57 (br s, 1H), 4.02 (br s, 1H), 3.14-3.04 (m, 1H), ... Reactants: BrC=1C(=NNC1C1=CC=CC=C1)N (4-Bromo-5-phenyl-1H-pyrazol-3-ylamine), CN(C)C=O (DMF), C(=O)([O-])[O-].[K+].[K+] (K2CO3), ClCC(=O)N1CCN(CC1)C1=CC=C(C=C1)Cl (2-Chloro-1-[4-(4-chloro-phenyl)-piperazin-1-yl]-ethanone). The solvent is CCCCCC.C(C)(=O)OCC (hexane ethyl acetate). Yields the product NC1=NN(C(=C1Br)C1=CC=CC=C1)CC(=O)N1CCN(CC1)C1=CC=C(C=C1)Cl (2-(3-Amino-4-bromo-5-phenyl-pyrazol-1-yl)-1-[4-(4-chloro-phenyl)-piperazin-1-yl]-ethanone). RXN SMILES: [Br:1][C:2]1[C:3]([NH2:13])=[N:4][NH:5][C:6]=1[C:7]1[CH:12]=[CH:11][CH:10]=[CH:9][CH:8]=1.C([O-])([O-])=O.[K+].[K+].Cl[CH2:21][C:22]([N:24]1[CH2:29][CH2:28][N:27]([C:30]2[CH:35]=[CH:34][C:33]([Cl:36])=[CH:32][CH:31]=2)[CH2:26][CH2:25]1)=[O:23].CN(C=O)C>CCCCCC.C(OCC)(=O)C>[NH2:13][C:3]1[C:2]([Br:1])=[C:6]([C:7]2[CH:12]=[CH:11][CH:10]=[CH:9][CH:8]=2)[N:5]([CH2:21][C:22]([N:24]2[CH2:25][CH2:26][N:27]([C:30]3[CH:35]=[CH:34][C:33]([Cl:36])=[CH:32][CH:31]=3)[CH2:28][CH2:29]2)=[O:23])[N:4]=1 |f:1.2.3,6.7|. Procedure details: Protocol T was followed using 4-Bromo-5-phenyl-1H-pyrazol-3-ylamine, K2CO3, 2-Chloro-1-[4-(4-chloro-phenyl)-piperazin-1-yl]-ethanone and DMF. Column chromatography using a solvent mixture (hexane/ethyl acetate=1/4) afforded the title compound as white solid. 1H NMR (400 MHz, CDCl3); 7.7-7.8 (m, 2H), 7.24-7.3 (m, 3H), 6.8-6.92 (m, 2H), 6.74-6.78 (m, 2H), 4.9 (s, 2H), 4.2 (s, 2H), 3.6-3.7 (m, 4H), 2.86-3.04 (m, 4H). 13C NMR (400 MHz, CDCl3): 164, 146, 145, 128, 127, 118, 114.8, 60.2, 50.4, 50, 48.... Reactants: BrC1=CC(=C(C=C1F)C1(CCN(CC1)C(=O)OCC)O)F (4-(4-bromo-2,5-difluorophenyl)-1-ethoxycarbonyl-4-piperidinol), C1(=CC=C(C=C1)S(=O)(=O)O)C (p-toluenesulfonic acid). The product is BrC1=CC(=C(C=C1F)C=1CCN(CC1)C(=O)OCC)F (4-(4-Bromo-2,5-difluorophenyl)-1-ethoxycarbonyl-1,2,3,6-tetrahydropyridine). Reported procedure: A solution of 11.12 g (30.5 mmol) 4-(4-bromo-2,5-difluorophenyl)-1-ethoxycarbonyl-4-piperidinol and 0.70 g of p-toluenesulfonic acid in 200 ml toluene was refluxed with a Dean-Stark trap for 16 hours. The mixture was cooled, extracted with sodium bicarbonate solution, dried (MgSO4), evaporated and the residue flash chromatographed on a column of silica gel to afford a syrup which crystallized on standing, mp 40°-44° C. The solvent is C1(=CC=CC=C1)C (toluene). RXN SMILES: [Br:1][C:2]1[C:7]([F:8])=[CH:6][C:5]([C:9]2(O)[CH2:14][CH2:13][N:12]([C:15]([O:17][CH2:18][CH3:19])=[O:16])[CH2:11][CH2:10]2)=[C:4]([F:21])[CH:3]=1.C1(C)C=CC(S(O)(=O)=O)=CC=1>C1(C)C=CC=CC=1>[Br:1][C:2]1[C:7]([F:8])=[CH:6][C:5]([C:9]2[CH2:14][CH2:13][N:12]([C:15]([O:17][CH2:18][CH3:19])=[O:16])[CH2:11][CH:10]=2)=[C:4]([F:21])[CH:3]=1. The reactants are C1(=CC=CC=C1)CONC1(C=2C=CC(=NC2CCC1)OCC1=CC=CC=C1)CC1=CC=CC=C1 (5,6,7,8-Tetrahydro-N,2-bis(phenylmethoxy)-5-(phenylmethyl)-5-quinolinamine), B.O1CCCC1 (borane tetrahydrofuran), O (water). Solvent: O1CCCC1 (tetrahydrofuran). Conditions: temperature 0 celsius. Yields the product C1(=CC=CC=C1)COC1=NC=2CCCC(C2C=C1)(N)CC1=CC=CC=C1 (5,6,7,8-Tetrahydro-2-(phenylmethoxy)-5-(phenylmethyl)-5-quinolinamine). The yield is 62.5%. As a reaction SMILES: C1(CO[NH:9][C:10]2([CH2:28][C:29]3[CH:34]=[CH:33][CH:32]=[CH:31][CH:30]=3)[CH2:19][CH2:18][CH2:17][C:16]3[N:15]=[C:14]([O:20][CH2:21][C:22]4[CH:27]=[CH:26][CH:25]=[CH:24][CH:23]=4)[CH:13]=[CH:12][C:11]2=3)C=CC=CC=1.B.O1CCCC1.O>O1CCCC1>[C:22]1([CH2:21][O:20][C:14]2[CH:13]=[CH:12][C:11]3[C:10]([CH2:28][C:29]4[CH:34]=[CH:33][CH:32]=[CH:31][CH:30]=4)([NH2:9])[CH2:19][CH2:18][CH2:17][C:16]=3[N:15]=2)[CH:23]=[CH:24][CH:25]=[CH:26][CH:27]=1 |f:1.2|. Reported procedure: 5,6,7,8-Tetrahydro-N,2-bis(phenylmethoxy)-5-(phenylmethyl)-5-quinolinamine (40.0 g) in tetrahydrofuran (90 ml) was treated dropwise with borane-tetrahydrofuran complex (1M in tetrahydrofuran, 267 ml) at 0° C. The solution was heated under reflux for 3 hrs, cooled to 0° C. and water (30 ml) was added. The reaction mixture was concentrated in vacuo, 20% potassium hydroxide solution (60 ml) was added, and the mixture was heated under reflux for 8 hours. The mixture was cooled, acidified with conc h... Reactants: CC(=O)O, CCOC(=O)c1c[nH]c2c(Cl)ccc(C(F)(F)F)c2c1=O, [Na+], [OH-], O. Product: O=C(O)c1c[nH]c2c(Cl)ccc(C(F)(F)F)c2c1=O. Reaction SMILES: [CH3:24][C:25](=[O:26])[OH:27].[Cl:1][c:2]1[cH:3][cH:4][c:5]([C:18]([F:19])([F:20])[F:21])[c:6]2[c:7](=[O:17])[c:8]([C:12](=[O:13])[O:14][CH2:15][CH3:16])[cH:9][nH:10][c:11]12.[Na+:23].[OH-:22].[OH2:28]>>[Cl:1][c:2]1[cH:3][cH:4][c:5]([C:18]([F:19])([F:20])[F:21])[c:6]2[c:7](=[O:17])[c:8]([C:12](=[O:13])[OH:14])[cH:9][nH:10][c:11]12. Reactants: COC=1C=CC=C2C=C(NC(C12)=O)C(=O)N (8-methoxy-1-oxo-1,2-dihydroisoquinoline-3-carboxamide), O=P(Cl)(Cl)Cl (POCl3). The product is ClC1=NC(=CC2=CC=CC(=C12)OC)C#N (1-chloro-8-methoxyisoquinoline-3-carbonitrile). The yield is 82.0%. Reaction SMILES: [CH3:1][O:2][C:3]1[CH:4]=[CH:5][CH:6]=[C:7]2[C:12]=1[C:11](=O)[NH:10][C:9]([C:14]([NH2:16])=O)=[CH:8]2.O=P(Cl)(Cl)[Cl:19]>>[Cl:19][C:11]1[C:12]2[C:7](=[CH:6][CH:5]=[CH:4][C:3]=2[O:2][CH3:1])[CH:8]=[C:9]([C:14]#[N:16])[N:10]=1. Procedure details: A solution of 8-methoxy-1-oxo-1,2-dihydroisoquinoline-3-carboxamide (800 mg, 3.66 mmol) in POCl3(40 mL) was heated to reflux for 1 hour. The reaction mixture was subsequently concentrated in vacuo to give the title compound (660 mg, 82%). 1H NMR (400 MHz, CDCl3) δ ppm 7.98 (s, 1H), 7.78 (t, 1H, J=8.0 Hz), 7.48 (d, 1H, J=8.0 Hz), 7.20 (d, 1H, J=8.0 Hz), 4.05 (s, 3H); ESI-MS m/z [M+H]+ 219. Run in N1=CC=CC=C1 (pyridine), O (water). The reactants are ClC1=C(C=CC(=C1)Cl)NC1=NC2=C(N1CC(CO)(F)F)C(=CC=C2)N(CC)CC (3-{2-[(2,4-dichlorophenyl)amino]-7-(diethylamino)-1H-benzimidazol-1-yl}-2,2-difluoropropan-1-ol), CS(=O)(=O)Cl (methanesulfonyl chloride), C([O-])([O-])=O.[K+].[K+] (potassium carbonate), CS(=O)(=O)Cl (methanesulfonyl chloride). Isolated yield 51.3%. Product: ClC1=C(C=CC(=C1)Cl)N1CC(CN2C1=NC=1C2=C(C=CC1)N(CC)CC)(F)F (1-(2,4-Dichlorophenyl)-N,N-diethyl-3,3-difluoro-1,2,3,4-tetrahydropyrimido[1,2-a]benzimidazol-6-amine). Reaction SMILES: [Cl:1][C:2]1[CH:7]=[C:6]([Cl:8])[CH:5]=[CH:4][C:3]=1[NH:9][C:10]1[N:14]([CH2:15][C:16]([F:20])([F:19])[CH2:17]O)[C:13]2[C:21]([N:25]([CH2:28][CH3:29])[CH2:26][CH3:27])=[CH:22][CH:23]=[CH:24][C:12]=2[N:11]=1.CS(Cl)(=O)=O.C(=O)([O-])[O-].[K+].[K+]>N1C=CC=CC=1.O>[Cl:1][C:2]1[CH:7]=[C:6]([Cl:8])[CH:5]=[CH:4][C:3]=1[N:9]1[C:10]2=[N:11][C:12]3[C:13](=[C:21]([N:25]([CH2:28][CH3:29])[CH2:26][CH3:27])[CH:22]=[CH:23][CH:24]=3)[N:14]2[CH2:15][C:16]([F:20])([F:19])[CH2:17]1 |f:2.3.4|. Reported procedure: To a solution of 3-{2-[(2,4-dichlorophenyl)amino]-7-(diethylamino)-1H-benzimidazol-1-yl}-2,2-difluoropropan-1-ol (Reference example 154, 48.9 mg, 0.110 mmol) in pyridine (1.5 mL) was added methanesulfonyl chloride (25.6 μL, 0.330 mmol) at 0° C. The mixture was stirred at 0° C. for 2 hrs. The starting material wasn't consumed completely. To the mixture was added methanesulfonyl chloride (25.6 μL, 0.330 mmol) at 0° C. and the mixture was stirred at room temperature for 14 hrs. The mixture was quen... Conditions: temperature 0 celsius, time 2 hour. Reactants: Cn1c(=O)oc2cc(C(=O)Cc3ccc(Br)cc3Cl)ccc21, CI, [H-], [Na+], CN(C)C=O. The product is CC(C(=O)c1ccc2c(c1)oc(=O)n2C)c1ccc(Br)cc1Cl. As a reaction SMILES: [Br:1][c:2]1[cH:3][c:4]([Cl:22])[c:5]([CH2:8][C:9](=[O:10])[c:11]2[cH:12][c:13]3[c:14]([n:15]([CH3:19])[c:16](=[O:18])[o:17]3)[cH:20][cH:21]2)[cH:6][cH:7]1.[CH3:25][I:26].[H-:23].[Na+:24].[O:27]=[CH:28][N:29]([CH3:30])[CH3:31]>>[Br:1][c:2]1[cH:3][c:4]([Cl:22])[c:5]([CH:8]([C:9](=[O:10])[c:11]2[cH:12][c:13]3[c:14]([n:15]([CH3:19])[c:16](=[O:18])[o:17]3)[cH:20][cH:21]2)[CH3:25])[cH:6][cH:7]1.